Dataset: the Open Reaction Database (ORD), a public repository of structured organic reaction records. Task: describe an organic reaction: reactants, conditions, products, and yield Conditions: time 12 hour. Reactants: Cl.CCOCC (HCl ether), C(C)(C)(C)OC(=O)N1[C@@H](CC1)COC=1C=C(C=NC1)[C@@H]1[C@H](C1)CO ((1S,2S)-2-[5-[[1-(tert-butoxycarbonyl)-(2S)-azetidinyl]methoxy]-3-pyridyl]cyclopropylmethanol). Procedure: 2M anhydrous HCl/ether (2.0 mL) was added to a stirred solution of (1S,2S)-2-[5-[[1-(tert-butoxycarbonyl)-(2S)-azetidinyl]methoxy]-3-pyridyl]cyclopropylmethanol (200 mg, 0.59 mmol) in dry MeOH (2.0 mL) at 0° C. The resulting mixture was stirred at room temperature for 12 h, concentrated, and purified by HPLC to give the title compound as its hydrochloride (106 mg). 1H NMR (CD3OD, 300 MHz) δ 8.36 (s, 1H), 8.28 (s, 1H), 7.70 (s, 1H), 4.98-4.92 (m, 1H), 4.52-4.47 (m, 2H), 4.16-4.02 (m, 2H), 3.76-3.... Yields the product Cl.N1[C@@H](CC1)COC=1C=C(C=NC1)[C@@H]1[C@H](C1)CO ((1S,2S)-2-[5-[(2(S)-Azetidinyl)methoxy]-3-pyridyl]cyclopropylmethanol Hydrochloride), Cl (hydrochloride). Solvent: CO (MeOH). Reaction SMILES: [ClH:1].CCOCC.C(OC([N:14]1[CH2:17][CH2:16][C@H:15]1[CH2:18][O:19][C:20]1[CH:21]=[C:22]([C@H:26]2[CH2:28][C@@H:27]2[CH2:29][OH:30])[CH:23]=[N:24][CH:25]=1)=O)(C)(C)C>CO>[ClH:1].[NH:14]1[CH2:17][CH2:16][C@H:15]1[CH2:18][O:19][C:20]1[CH:21]=[C:22]([C@H:26]2[CH2:28][C@@H:27]2[CH2:29][OH:30])[CH:23]=[N:24][CH:25]=1.[ClH:1] |f:0.1,4.5|. Reaction SMILES: [CH2:1]([O:3][C:4]1[C:8]([CH2:9][CH2:10][C:11]([O:13][CH2:14][CH3:15])=[O:12])=[CH:7][NH:6][N:5]=1)[CH3:2].Cl[CH2:17][C:18]1[CH:19]=[CH:20][C:21]([O:24][CH2:25][C:26]2[N:27]=[C:28]([C:32]3[CH:37]=[CH:36][CH:35]=[CH:34][CH:33]=3)[O:29][C:30]=2[CH3:31])=[N:22][CH:23]=1.CN(C)C=O.[H-].[Na+]>O>[CH2:1]([O:3][C:4]1[C:8]([CH2:9][CH2:10][C:11]([O:13][CH2:14][CH3:15])=[O:12])=[CH:7][N:6]([CH2:17][C:18]2[CH:19]=[CH:20][C:21]([O:24][CH2:25][C:26]3[N:27]=[C:28]([C:32]4[CH:37]=[CH:36][CH:35]=[CH:34][CH:33]=4)[O:29][C:30]=3[CH3:31])=[N:22][CH:23]=2)[N:5]=1)[CH3:2] |f:3.4|. Conditions: time 30 minute. Procedure: To a mixture of ethyl 3-[3-ethoxy-1H-pyrazol-4-yl]propionate (318 mg), 5-chloromethyl-2-(5-methyl-2-phenyl-4-oxazolylmethoxy)pyridine (472 mg), and N,N-dimethylformamide (10 ml), sodium hydride (60%, oily, 60.0 mg) was added at 0° C., and then the mixture was stirred at room temperature for 30 minutes. The reaction mixture was poured into water, which was extracted with ethyl acetate. The ethyl acetate layer was washed with water, then, with saturated aqueous sodium chloride solution, and dried ... Yields the product C(C)OC1=NN(C=C1CCC(=O)OCC)CC=1C=CC(=NC1)OCC=1N=C(OC1C)C1=CC=CC=C1 (ethyl 3-[3-ethoxy-1-[2-(5-methyl-2-phenyl-4-oxazolylmethoxy)-5-pyridylmethyl]-1H-pyrazol-4-yl]propionate). The solvent is O (water). The yield is 88.6%. The reactants are C(C)OC1=NNC=C1CCC(=O)OCC (ethyl 3-[3-ethoxy-1H-pyrazol-4-yl]propionate), ClCC=1C=CC(=NC1)OCC=1N=C(OC1C)C1=CC=CC=C1 (5-chloromethyl-2-(5-methyl-2-phenyl-4-oxazolylmethoxy)pyridine), CN(C=O)C (N,N-dimethylformamide), [H-].[Na+] (sodium hydride). Reactants: IC1=CC=C(C=C1)S(=O)(=O)NC=1SC=CN1 (4-iodo-N-thiazol-2-yl-benzenesulfonamide), CC1(C2=CC=CC(=C2OC=2C(=CC=CC12)P(C1=CC=CC=C1)C1=CC=CC=C1)P(C1=CC=CC=C1)C1=CC=CC=C1)C (9,9-dimethyl-4,5-bis(diphenylphosphino)xanthene), C(C)(C)(C)N1N=C(C=C1N)CC1=CC=C(C=C1)Cl (2-tert-butyl-5-(4-chloro-benzyl)-2H-pyrazole-3-ylamine), CC(C)([O-])C.[Na+] (sodium tert-butoxide). The reagents and catalysts are C=1C=CC(=CC1)/C=C/C(=O)/C=C/C2=CC=CC=C2.C=1C=CC(=CC1)/C=C/C(=O)/C=C/C2=CC=CC=C2.C=1C=CC(=CC1)/C=C/C(=O)/C=C/C2=CC=CC=C2.[Pd].[Pd] (tris(dibenzylideneacetone)dipalladium(0)). The solvent is O1CCOCC1 (1,4-dioxane). Reaction conditions: temperature 150 celsius. The product is C(C)(C)(C)N1N=C(C=C1NC1=CC=C(C=C1)S(=O)(=O)NC=1SC=CN1)CC1=CC=C(C=C1)Cl (4-(1-tert-butyl-3-(4-chlorobenzyl)-1H-pyrazol-5-ylamino)-N-(thiazol-2-yl)benzenesulfonamide). Isolated yield 39.8%. As a reaction SMILES: I[C:2]1[CH:7]=[CH:6][C:5]([S:8]([NH:11][C:12]2[S:13][CH:14]=[CH:15][N:16]=2)(=[O:10])=[O:9])=[CH:4][CH:3]=1.CC1(C)C2C=CC=C(P(C3C=CC=CC=3)C3C=CC=CC=3)C=2OC2C1=CC=CC=2P(C1C=CC=CC=1)C1C=CC=CC=1.[C:59]([N:63]1[C:67]([NH2:68])=[CH:66][C:65]([CH2:69][C:70]2[CH:75]=[CH:74][C:73]([Cl:76])=[CH:72][CH:71]=2)=[N:64]1)([CH3:62])([CH3:61])[CH3:60].CC(C)([O-])C.[Na+]>O1CCOCC1.C1C=CC(/C=C/C(/C=C/C2C=CC=CC=2)=O)=CC=1.C1C=CC(/C=C/C(/C=C/C2C=CC=CC=2)=O)=CC=1.C1C=CC(/C=C/C(/C=C/C2C=CC=CC=2)=O)=CC=1.[Pd].[Pd]>[C:59]([N:63]1[C:67]([NH:68][C:2]2[CH:7]=[CH:6][C:5]([S:8]([NH:11][C:12]3[S:13][CH:14]=[CH:15][N:16]=3)(=[O:10])=[O:9])=[CH:4][CH:3]=2)=[CH:66][C:65]([CH2:69][C:70]2[CH:71]=[CH:72][C:73]([Cl:76])=[CH:74][CH:75]=2)=[N:64]1)([CH3:62])([CH3:60])[CH3:61] |f:3.4,6.7.8.9.10|. Reported procedure: To a mixture of 4-iodo-N-thiazol-2-yl-benzenesulfonamide (100 mg, 0.3 mmol, 1.0 equiv), tris(dibenzylideneacetone)dipalladium(0) (10 mg, 0.01 mmol, 0.04 equiv), 9,9-dimethyl-4,5-bis(diphenylphosphino)xanthene (19 mg, 0.033 mmol, 0.12 equiv) and 2-tert-butyl-5-(4-chloro-benzyl)-2H-pyrazole-3-ylamine (86 mg, 0.33 mmol, 1.2 equiv) in 3.7 mL of anhydrous 1,4-dioxane was added sodium tert-butoxide (79 mg, 0.82 mmol, 3.0 equiv). The vial was capped, and the reaction mixture was heated 30 min at 150° C... The reactants are BrN1C(CCC1=O)=O (N-Bromosuccinimide), S(=O)(=O)([O-])[O-].[Na+].[Na+] (sodium sulfate), NC1=NC=CN=C1C(=O)OC (Methyl 2-aminopyrazine-3-carboxylate), BrN1C(CCC1=O)=O (N-bromosuccinimide). The solvent is C1CCOC1 (THF), O (water). Reaction conditions: time 1.5 hour. Product: NC=1C(=NC(=CN1)Br)C(=O)OC (methyl 3-amino-6-bromopyrazine-2-carboxylate). Reaction SMILES: [NH2:1][C:2]1[C:7]([C:8]([O:10][CH3:11])=[O:9])=[N:6][CH:5]=[CH:4][N:3]=1.[Br:12]N1C(=O)CCC1=O.S([O-])([O-])(=O)=O.[Na+].[Na+]>C1COCC1.O>[NH2:1][C:2]1[C:7]([C:8]([O:10][CH3:11])=[O:9])=[N:6][C:5]([Br:12])=[CH:4][N:3]=1 |f:2.3.4|. Reported procedure: Methyl 2-aminopyrazine-3-carboxylate (5.0 g, 32.65 mmol) was dissolved in 100 mL of THF and treated with N-Bromosuccinimide (6.9 g, 39.18 mmol) all at once. The mixture was stirred at room temperature for 1.5 hrs, and then another 0.5 equivalents of N-bromosuccinimide was added and stirring continued for 1 hr. 10 grams of sodium sulfate were added, the mixture was vigorously stirred for 15 minutes, and the solvent was removed in vacuo. The residue obtained was suspended in 250 mL of water and st... Product: CC(C)(C)OC(=O)N1CCC(N2c3ccccc3Oc3cc(C(=N)NO)ccc32)CC1. RXN SMILES: [C:1]([CH3:2])([CH3:3])([CH3:4])[O:5][C:6](=[O:7])[N:8]1[CH2:9][CH2:10][CH:11]([N:14]2[c:15]3[cH:16][cH:17][cH:18][cH:19][c:20]3[O:21][c:22]3[cH:23][c:24]([C:28]#[N:29])[cH:25][cH:26][c:27]32)[CH2:12][CH2:13]1.[C:33](=[O:34])([O-:35])[O-:36].[CH3:40][CH2:41][OH:42].[ClH:30].[K+:37].[K+:38].[NH4+:32].[OH-:31].[OH2:39]>>[C:1]([CH3:2])([CH3:3])([CH3:4])[O:5][C:6](=[O:7])[N:8]1[CH2:9][CH2:10][CH:11]([N:14]2[c:15]3[cH:16][cH:17][cH:18][cH:19][c:20]3[O:21][c:22]3[cH:23][c:24]([C:28]([NH:29][OH:31])=[NH:32])[cH:25][cH:26][c:27]32)[CH2:12][CH2:13]1. The reactants are CC(C)(C)OC(=O)N1CCC(N2c3ccccc3Oc3cc(C#N)ccc32)CC1, O=C([O-])[O-], CCO, Cl, [K+], [K+], [NH4+], [OH-], O. Reactants: CC(=O)n1nc(CN2CCc3ccccc3C2)c2ccc(F)cc21, O=C([O-])O, C[O-], CO, ClCCl, [Na+], [Na+]. Product: Fc1ccc2c(CN3CCc4ccccc4C3)n[nH]c2c1. RXN SMILES: [C:1](=[O:2])([CH3:3])[n:4]1[n:5][c:6]([CH2:14][N:15]2[CH2:16][c:17]3[cH:18][cH:19][cH:20][cH:21][c:22]3[CH2:23][CH2:24]2)[c:7]2[cH:8][cH:9][c:10]([F:13])[cH:11][c:12]12.[C:28](=[O:29])([OH:30])[O-:31].[CH3:25][O-:26].[CH3:36][OH:37].[Cl:33][CH2:34][Cl:35].[Na+:27].[Na+:32]>>[nH:4]1[n:5][c:6]([CH2:14][N:15]2[CH2:16][c:17]3[cH:18][cH:19][cH:20][cH:21][c:22]3[CH2:23][CH2:24]2)[c:7]2[cH:8][cH:9][c:10]([F:13])[cH:11][c:12]12. Yields the product CC(C)CNCCC(C)c1ccccc1-c1ccccc1. Reactants: CO, CC(C)C=NCCC(C)c1ccccc1-c1ccccc1. As a reaction SMILES: [CH3:22][OH:23].[CH:1]([CH:2]([CH3:3])[CH3:4])=[N:5][CH2:6][CH2:7][CH:8]([CH3:9])[c:10]1[c:11](-[c:16]2[cH:17][cH:18][cH:19][cH:20][cH:21]2)[cH:12][cH:13][cH:14][cH:15]1>>[CH2:1]([CH:2]([CH3:3])[CH3:4])[NH:5][CH2:6][CH2:7][CH:8]([CH3:9])[c:10]1[c:11](-[c:16]2[cH:17][cH:18][cH:19][cH:20][cH:21]2)[cH:12][cH:13][cH:14][cH:15]1.